Dataset: the Open Reaction Database (ORD), a public repository of structured organic reaction records. Task: describe an organic reaction: reactants, conditions, products, and yield Reactants: FC1=CC=C(C(=C1C(=O)OC)C)I (Methyl 6-fluoro-3-iodo-2-methylbenzoate), [Cl-].[NH4+] (ammonium chloride), [H-].[Al+3].[Li+].[H-].[H-].[H-] (lithium aluminum hydride), [Cl-].[NH4+] (ammonium chloride), [H][H] (hydrogen). Solvent: C(C)OCC (diethyl ether). Run at time 16 hour. Product: FC1=CC=C(C(=C1CO)C)I ((6-Fluoro-3-iodo-2-methylphenyl)methanol). RXN SMILES: [F:1][C:2]1[C:7]([C:8](OC)=[O:9])=[C:6]([CH3:12])[C:5]([I:13])=[CH:4][CH:3]=1.[H-].[Al+3].[Li+].[H-].[H-].[H-].[Cl-].[NH4+].[H][H]>C(OCC)C>[F:1][C:2]1[C:7]([CH2:8][OH:9])=[C:6]([CH3:12])[C:5]([I:13])=[CH:4][CH:3]=1 |f:1.2.3.4.5.6,7.8|. Procedure details: To a solution of the product from Step B (5.5 g, 18.7 mmol) in diethyl ether (20 ml) was carefully added lithium aluminum hydride (0.8 g, 18.7 mmol). The mixture was stirred at room temperature for 16 h. Saturated aqueous ammonium chloride solution was added dropwise until no hydrogen gas was being generated. A few more drops of saturated aqueous ammonium chloride solution were added and the mixture was stirred at room temperature for 30 min and filtered. The filtrated was dried over magnesium s... Starting materials: ClCN1COC=C1C (3-chloromethyl-4-methyloxazole), C(CN)N (ethylenediamine), CC=1N=COC1CNCCN (N-(4-methyl-5-oxazolylmethyl)ethylenediamine), C(C)N=C=S (ethyl isothiocyanate). Yields the product C(#N)NC(=NCCNCC1=C(N=CO1)C)NCC (N-cyano-N'-ethyl-N"-[2-((4-methyl-5-oxazolyl)methylamino)ethyl]guanidine). As a reaction SMILES: Cl[CH2:2][N:3]1[C:7]([CH3:8])=COC1.[CH2:9]([NH2:12])CN.[CH3:13][C:14]1[N:15]=[CH:16][O:17][C:18]=1[CH2:19][NH:20][CH2:21][CH2:22][NH2:23].C([N:26]=C=S)C>>[C:9]([NH:12][C:2]([NH:3][CH2:7][CH3:8])=[N:23][CH2:22][CH2:21][NH:20][CH2:19][C:18]1[O:17][CH:16]=[N:15][C:14]=1[CH3:13])#[N:26]. Reported procedure: Reaction of 3-chloromethyl-4-methyloxazole with ethylenediamine by the procedure of Example 34 and reaction of the resulting N-(4-methyl-5-oxazolylmethyl)ethylenediamine with ethyl isothiocyanate by the procedure of Example 3(b) gives, after purifying by column chromatography, N-ethyl-N'-[2-(4-methyl-5-oxazolylmethylamino)ethyl]thiourea. This thiourea is reacted with lead cyanamide by the procedure of Example 3(b) to give N-cyano-N'-ethyl-N"-[2-((4-methyl-5-oxazolyl)methylamino)ethyl]guanidine.